From a dataset of the Open Reaction Database (ORD), a public repository of structured organic reaction records. describe an organic reaction: reactants, conditions, products, and yield Starting materials: N[C@H]1[C@@H](SC2=C(N(C1=O)CC(=O)OCC)C=CC=C2)C=2SC=CC2 (ethyl trans-3-amino-4-oxo-2-(2-thienyl)-2,3,4,5-tetrahydro-1,5 -benzothiazepine-5-acetate), N (ammonia), N (ammonia). Solvent: CO (methanol). Run at time 1 day. Product: N[C@H]1[C@@H](SC2=C(N(C1=O)CC(=O)N)C=CC=C2)C=2SC=CC2 (trans-3 amino-4-oxo-2-(2-thienyl)-2,3,4,5-tetrahydro-1,5-benzothiazepine-5-acetamide). As a reaction SMILES: [NH2:1][C@@H:2]1[C:8](=[O:9])[N:7]([CH2:10][C:11]([O:13]CC)=O)[C:6]2[CH:16]=[CH:17][CH:18]=[CH:19][C:5]=2[S:4][C@H:3]1[C:20]1[S:21][CH:22]=[CH:23][CH:24]=1.[NH3:25]>CO>[NH2:1][C@@H:2]1[C:8](=[O:9])[N:7]([CH2:10][C:11]([NH2:25])=[O:13])[C:6]2[CH:16]=[CH:17][CH:18]=[CH:19][C:5]=2[S:4][C@H:3]1[C:20]1[S:21][CH:22]=[CH:23][CH:24]=1. Procedure: In 300 ml of methanol is dissolved 8 g of ethyl trans-3-amino-4-oxo-2-(2-thienyl)-2,3,4,5-tetrahydro-1,5 -benzothiazepine-5-acetate, and ammonia gas is under ice-cooling blown into the solution until being saturated with ammonia gas. The reaction temperature is slowly elevated to room temperature, and the mixture is left standing for one day. Thereafter, the reaction mixture is concentrated under reduced pressure. Isopropyl alcohol is added to the obtained residue to crystallize. The crystals ar... The reactants are ClC1=NC=CC(=C1)OC1=C(C=C(N)C=C1)F (4-(2-chloropyridin-4-yloxy)-3-fluoroaniline), Pd(Ph3)4, CN1N=CC(=C1)B1OC(C(O1)(C)C)(C)C (1-methyl-4-(4,4,5,5-tetramethyl-1,3,2-dioxaborolan-2-yl)-1H-pyrazole), C(=O)([O-])[O-].[Na+].[Na+] (Na2CO3). Product: FC=1C=C(N)C=CC1OC1=CC(=NC=C1)C=1C=NN(C1)C (3-fluoro-4-(2-(1-methyl-1H-pyrazol-4-yl)pyridin-4-yloxy)aniline). The yield is 33.4%. As a reaction SMILES: Cl[C:2]1[CH:7]=[C:6]([O:8][C:9]2[CH:15]=[CH:14][C:12]([NH2:13])=[CH:11][C:10]=2[F:16])[CH:5]=[CH:4][N:3]=1.[CH3:17][N:18]1[CH:22]=[C:21](B2OC(C)(C)C(C)(C)O2)[CH:20]=[N:19]1.C([O-])([O-])=O.[Na+].[Na+]>>[F:16][C:10]1[CH:11]=[C:12]([CH:14]=[CH:15][C:9]=1[O:8][C:6]1[CH:5]=[CH:4][N:3]=[C:2]([C:21]2[CH:20]=[N:19][N:18]([CH3:17])[CH:22]=2)[CH:7]=1)[NH2:13] |f:2.3.4|. Reported procedure: Using a procedure analogous to Example A1, 4-(2-chloropyridin-4-yloxy)-3-fluoroaniline (3 g, 11.6 mmol), 1-methyl-4-(4,4,5,5-tetramethyl-1,3,2-dioxaborolan-2-yl)-1H-pyrazole (3.4 g, 16.4 mmol), Na2CO3 (2.7 g, 25.2 mmol) and Pd(Ph3)4 (1.5 g, 0.1 eq) were combined to give 3-fluoro-4-(2-(1-methyl-1H-pyrazol-4-yl)pyridin-4-yloxy)aniline (1.1 g, 34% yield). 1H NMR (400 MHz, DMSO-d6): δ (8.31 (d, J=5.6 Hz, 1H), 8.22 (s, 1H), 7.93 (s, 1H), 7.14 (s, 1H), 6.98 (m, 1H), 6.55-6.49 (m, 2H), 6.42 (d, J=7.2 H... The reactants are CCOC(C)=O, COc1cc(Nc2ncnc(Cl)n2)ccc1-n1cnc(C)c1, CNc1ccc(Cl)cc1. Yields the product COc1cc(Nc2ncnc(N(C)c3ccc(Cl)cc3)n2)ccc1-n1cnc(C)c1. Reaction SMILES: [CH3:32][CH2:33][O:34][C:35](=[O:36])[CH3:37].[Cl:1][c:2]1[n:3][c:4]([NH:8][c:9]2[cH:10][c:11]([O:21][CH3:22])[c:12](-[n:15]3[cH:16][n:17][c:18]([CH3:20])[cH:19]3)[cH:13][cH:14]2)[n:5][cH:6][n:7]1.[Cl:23][c:24]1[cH:25][cH:26][c:27]([NH:28][CH3:29])[cH:30][cH:31]1>>[c:2]1([N:28]([c:27]2[cH:26][cH:25][c:24]([Cl:23])[cH:31][cH:30]2)[CH3:29])[n:3][c:4]([NH:8][c:9]2[cH:10][c:11]([O:21][CH3:22])[c:12](-[n:15]3[cH:16][n:17][c:18]([CH3:20])[cH:19]3)[cH:13][cH:14]2)[n:5][cH:6][n:7]1. Reactants: Nc1nc(Cl)cc(C(F)(F)F)n1, Cl, Nc1ccc(Nc2ccnc3[nH]ccc23)c(F)c1, [Na+], [OH-], O. Product: Nc1nc(Nc2ccc(Nc3ccnc4[nH]ccc34)c(F)c2)cc(C(F)(F)F)n1. As a reaction SMILES: [Cl:19][c:20]1[n:21][c:22]([NH2:30])[n:23][c:24]([C:26]([F:27])([F:28])[F:29])[cH:25]1.[ClH:31].[F:1][c:2]1[c:3]([NH:9][c:10]2[c:11]3[c:12]([n:13][cH:14][cH:15]2)[nH:16][cH:17][cH:18]3)[cH:4][cH:5][c:6]([NH2:8])[cH:7]1.[Na+:33].[OH-:32].[OH2:34]>>[F:1][c:2]1[c:3]([NH:9][c:10]2[c:11]3[c:12]([n:13][cH:14][cH:15]2)[nH:16][cH:17][cH:18]3)[cH:4][cH:5][c:6]([NH:8][c:20]2[n:21][c:22]([NH2:30])[n:23][c:24]([C:26]([F:27])([F:28])[F:29])[cH:25]2)[cH:7]1. The reactants are CC1=CC(=O)C(C)(C)O1, CCO, [Cl-], [Na+], [Na+], [OH-], O=Cc1ccnc2ccccc12. Product: CC1(C)OC(C=Cc2ccnc3ccccc23)=CC1=O. RXN SMILES: [CH3:13][C:14]1([CH3:21])[O:15][C:16]([CH3:20])=[CH:17][C:18]1=[O:19].[CH3:26][CH2:27][OH:28].[Cl-:25].[Na+:23].[Na+:24].[OH-:22].[n:1]1[cH:2][cH:3][c:4]([CH:11]=[O:12])[c:5]2[cH:6][cH:7][cH:8][cH:9][c:10]12>>[n:1]1[cH:2][cH:3][c:4]([CH:11]=[CH:20][C:16]2=[CH:17][C:18](=[O:19])[C:14]([CH3:13])([CH3:21])[O:15]2)[c:5]2[cH:6][cH:7][cH:8][cH:9][c:10]12. The reactants are Cc1cnccc1NC(=O)C(C)(C)C, Cl, [Na+], [OH-]. Product: CC(=O)Nc1ccncc1C. Reaction SMILES: [CH3:1][C:2]([C:3](=[O:4])[NH:5][c:6]1[c:7]([CH3:12])[cH:8][n:9][cH:10][cH:11]1)([CH3:13])[CH3:14].[ClH:17].[Na+:16].[OH-:15]>>[CH3:2][C:3](=[O:4])[NH:5][c:6]1[c:7]([CH3:12])[cH:8][n:9][cH:10][cH:11]1. Run at time 5 hour. Reactants: OCC1=CC=C(C=C1)C=1C=C(C(=O)N(C)OC)C=CN1 (2-(4-hydroxymethyl-phenyl)-N-methoxy-N-methyl-isonicotinamide), N1C=NC=C1 (imidazole), CC(C)(C)[Si](C)(C)Cl (TBSCl). Solvent: ClCCl (dichloromethane). The product is CON(C(C1=CC(=NC=C1)C1=CC=C(C=C1)CO[Si](CCCC)(CCCC)CCCC)=O)C (N-Methoxy-N-methyl-2-(4-tributylsilanyloxymethyl-phenyl)-isonicotinamide). Procedure details: To a solution of 2-(4-hydroxymethyl-phenyl)-N-methoxy-N-methyl-isonicotinamide (206 mg, 0.76 mmol) in dichloromethane (1.5 mL) was added imidazole (57 mg, 0.83 mmol) and TBSCl (126 mg, 0.83 mmol). After stirring for 5 hours, the mixture was partitioned between dichloromethane and water. The organic layer was dried (MgSO4), evaporated and the residue purified by SiO2 chromatography (eluting with 30-60% EtOAc/hexanes) to give the title compound (264 mg). Reaction SMILES: [OH:1][CH2:2][C:3]1[CH:8]=[CH:7][C:6]([C:9]2[CH:10]=[C:11]([CH:18]=[CH:19][N:20]=2)[C:12]([N:14]([O:16][CH3:17])[CH3:15])=[O:13])=[CH:5][CH:4]=1.N1[CH:25]=[CH:24]N=C1.C[C:27]([Si:30](Cl)([CH3:32])[CH3:31])([CH3:29])C>ClCCl>[CH3:17][O:16][N:14]([CH3:15])[C:12](=[O:13])[C:11]1[CH:18]=[CH:19][N:20]=[C:9]([C:6]2[CH:7]=[CH:8][C:3]([CH2:2][O:1][Si:30]([CH2:27][CH2:29][CH2:24][CH3:25])([CH2:32][CH2:5][CH2:6][CH3:7])[CH2:31][CH2:2][CH2:3][CH3:4])=[CH:4][CH:5]=2)[CH:10]=1. Yield: 147.6%.